Dataset: the Open Reaction Database (ORD), a public repository of structured organic reaction records. Task: describe an organic reaction: reactants, conditions, products, and yield The reactants are ice water, C(=O)C1=CC=C(C#N)C=C1 (4-formyl benzonitrile), CC1=C(C=C(C#N)C=C1)[N+](=O)[O-] (4-methyl-3-nitro benzonitrile), C[O-].[Na+] (sodium methylate). Solvent: CS(=O)C (dimethylsulfoxide). Run at time 4 hour. Product: C(#N)C1=CC(=C(C=C1)CC(O)C1=CC=C(C=C1)C#N)[N+](=O)[O-] (2-(4-cyano-2-nitro-phenyl)-1-(4-cyano-phenyl)-ethanol). RXN SMILES: [CH:1]([C:3]1[CH:10]=[CH:9][C:6]([C:7]#[N:8])=[CH:5][CH:4]=1)=[O:2].[CH3:11][C:12]1[CH:19]=[CH:18][C:15]([C:16]#[N:17])=[CH:14][C:13]=1[N+:20]([O-:22])=[O:21].C[O-].[Na+]>CS(C)=O>[C:16]([C:15]1[CH:18]=[CH:19][C:12]([CH2:11][CH:1]([C:3]2[CH:10]=[CH:9][C:6]([C:7]#[N:8])=[CH:5][CH:4]=2)[OH:2])=[C:13]([N+:20]([O-:22])=[O:21])[CH:14]=1)#[N:17] |f:2.3|. Procedure: To a 10° C. solution of 4-formyl benzonitrile (65.6 gm, 0.500 mol), 4-methyl-3-nitro benzonitrile (81.1 gm, 0.500 mol) and 750 mL of dry dimethylsulfoxide (DMSO), was added sodium methylate (4.01 gm, 75 mmol) in one portion. After 4 hrs, the reaction was added dropwise to 6 L of ice water and then allowed to stir for 1 hr. The product was collected via vacuum filtration and washed with water (3×1 L) and then dried over night in a vacuum oven at 40° C. to give 2-(4-cyano-2-nitro-phenyl)-1-(4-cyan... Reactants: CCN=C=NCCCN(C)C.Cl (EDC.HCl), N(CC(=O)N[C@@H](C)C(=O)O)C(=O)OC(C)(C)C (Boc-Gly-Ala), O (H2O), Example 33B, C=1C=CC2=C(C1)N=NN2O (HOBT), N[C@H](C)C(=O)NCC(=O)NCC(=O)OCC1=CC=CC=C1.Cl (DAla-Gly-Gly-OBzl.HCl). Run in CN(C)C=O (DMF). Reaction conditions: time 12 hour. The product is N(CC(=O)N[C@@H](C)C(=O)N[C@H](C)C(=O)NCC(=O)NCC(=O)OCC1=CC=CC=C1)C(=O)OC(C)(C)C (Boc-Gly-Ala-DAla-Gly-Gly-OBzl). Yield: 80.0%. Reaction SMILES: [NH:1]([C:11]([O:13][C:14]([CH3:17])([CH3:16])[CH3:15])=[O:12])[CH2:2][C:3]([NH:5][C@H:6]([C:8]([OH:10])=O)[CH3:7])=[O:4].C1C=CC2N(O)N=NC=2C=1.O.CCN=C=NCCCN(C)C.Cl.[NH2:41][C@@H:42]([C:44]([NH:46][CH2:47][C:48]([NH:50][CH2:51][C:52]([O:54][CH2:55][C:56]1[CH:61]=[CH:60][CH:59]=[CH:58][CH:57]=1)=[O:53])=[O:49])=[O:45])[CH3:43].Cl>CN(C=O)C>[NH:1]([C:11]([O:13][C:14]([CH3:17])([CH3:16])[CH3:15])=[O:12])[CH2:2][C:3]([NH:5][C@H:6]([C:8]([NH:41][C@@H:42]([C:44]([NH:46][CH2:47][C:48]([NH:50][CH2:51][C:52]([O:54][CH2:55][C:56]1[CH:57]=[CH:58][CH:59]=[CH:60][CH:61]=1)=[O:53])=[O:49])=[O:45])[CH3:43])=[O:10])[CH3:7])=[O:4] |f:3.4,5.6|. Reported procedure: To a solution of Boc-Gly-Ala prepared as in Example 33B (10.2 g, 41.5 mmol) in anhydrous DMF (300 ml), was added HOBT.H2O (6.21 g, 46.0 mmol), EDC.HCl (8.81 g, 46.0 mmol) and DAla-Gly-Gly-OBzl.HCl (13.7 g, 41.5 mmol). The pH of the resulting solution was adjusted to ~8 (measured by spotting the reaction mixture on moistened Hydrion paper) and the reaction mixture was allowed to stir at room temperature for 12 h thereafter. The solution was concentrated in vacuo and the residue was dissolved in w... Starting materials: FC1=C(C=CC(=C1)I)NC1=C(C(=O)NN)C=CN=C1 (3-(2-Fluoro-4-iodo-phenylamino)-isonicotinic acid hydrazide), N1(C=NC=C1)C(N1C=NC=C1)=N (1,1-di-1H-imidazol-1-yl-methyleneamine). The solvent is CS(=O)C (DMSO). Run at time 18 hour. Yields the product NC1=NN=C(O1)C1=C(C=NC=C1)NC1=C(C=C(C=C1)I)F ([4-(5-Amino-[1,3,4]oxadiazol-2-yl)-pyridin-3-yl]-(2-fluoro-4-iodo-phenyl)-amine). As a reaction SMILES: [F:1][C:2]1[CH:7]=[C:6]([I:8])[CH:5]=[CH:4][C:3]=1[NH:9][C:10]1[CH:19]=[N:18][CH:17]=[CH:16][C:11]=1[C:12]([NH:14][NH2:15])=[O:13].[N:20]1(C(=N)N2C=CN=C2)C=CN=[CH:21]1>CS(C)=O>[NH2:20][C:21]1[O:13][C:12]([C:11]2[CH:16]=[CH:17][N:18]=[CH:19][C:10]=2[NH:9][C:3]2[CH:4]=[CH:5][C:6]([I:8])=[CH:7][C:2]=2[F:1])=[N:14][N:15]=1. Procedure details: To a solution of 3-(2-Fluoro-4-iodo-phenylamino)-isonicotinic acid hydrazide (1 g, 2.68 mmol) in DMSO (6 mL) were added 1,1-di-1H-imidazol-1-yl-methyleneamine (864 mg, 5.36 mmol). The reaction mixture was stirred at RT for 18 h. Quenching of the reaction by adding water (60 mL). A solid precipitated out. The solid was filtered, washed with water and cold methanol. Yield: white solid 1.0 g. LC-MS (Method A) [4.66 min; 398(M+1)]. Reactants: BrC1=CC(=C(C=C1)C1=CC=C(C=C1)CCC1(COC(OC1)(C)C)NC(C)=O)F (N-{5-[2-(4′-Bromo-2′-fluorobiphenyl-4-yl)ethyl]-2,2-dimethyl-1,3-dioxan-5-yl}acetamide), Cl (hydrochloric acid). The solvent is C(C)O (ethanol). Run at temperature 80 celsius, time 4 hour. The product is NC(CO)(CO)CCC1=CC=C(C=C1)C1=C(C=C(C=C1)Br)F (2-amino-2-[2-(4′-bromo-2′-fluorobiphenyl-4-yl)ethyl]propane-1,3-diol). Yield: 66.5%. Reaction SMILES: [Br:1][C:2]1[CH:7]=[CH:6][C:5]([C:8]2[CH:13]=[CH:12][C:11]([CH2:14][CH2:15][C:16]3([NH:24]C(=O)C)[CH2:21][O:20]C(C)(C)[O:18][CH2:17]3)=[CH:10][CH:9]=2)=[C:4]([F:28])[CH:3]=1.Cl>C(O)C>[NH2:24][C:16]([CH2:15][CH2:14][C:11]1[CH:12]=[CH:13][C:8]([C:5]2[CH:6]=[CH:7][C:2]([Br:1])=[CH:3][C:4]=2[F:28])=[CH:9][CH:10]=1)([CH2:21][OH:20])[CH2:17][OH:18]. Procedure: N-{5-[2-(4′-Bromo-2′-fluorobiphenyl-4-yl)ethyl]-2,2-dimethyl-1,3-dioxan-5-yl}acetamide (2.50 g) of Reference Example 10 was dissolved in ethanol (50 mL), concentrated hydrochloric acid (25 mL) was added, and the mixture was stirred at 80° C. for 4 hr. The reaction mixture was concentrated, and neutralized with 1M aqueous sodium hydroxide solution. The precipitated crystals were collected by filtration to give the title compound (1.36 g) as white crystals. Starting materials: BrCc1ccccc1, CCOc1c(C(=O)O)ccc2sccc12. Yields the product CCOc1c(C(=O)OCc2ccccc2)ccc2sccc12. Reaction SMILES: [Br:16][CH2:17][c:18]1[cH:19][cH:20][cH:21][cH:22][cH:23]1.[C:1](=[O:2])([OH:3])[c:4]1[c:5]([O:13][CH2:14][CH3:15])[c:6]2[c:7]([s:8][cH:9][cH:10]2)[cH:11][cH:12]1>>[C:1]([O:2][CH2:17][c:18]1[cH:19][cH:20][cH:21][cH:22][cH:23]1)(=[O:3])[c:4]1[c:5]([O:13][CH2:14][CH3:15])[c:6]2[c:7]([s:8][cH:9][cH:10]2)[cH:11][cH:12]1. The reactants are COC(C1=CN=CC(=C1)OC1=CC(=C(C=C1)N)F)=O (5-(4-amino-3-fluorophenoxy)nicotinic acid methyl ester), CN (methylamine). Run in CO (MeOH). Conditions: temperature 40 celsius. Product: NC1=C(C=C(OC=2C=NC=C(C(=O)NC)C2)C=C1)F (5-(4-Amino-3-fluorophenoxy)-N-methylnicotinamide). The yield is 80.2%. Reaction SMILES: CO[C:3](=[O:19])[C:4]1[CH:9]=[C:8]([O:10][C:11]2[CH:16]=[CH:15][C:14]([NH2:17])=[C:13]([F:18])[CH:12]=2)[CH:7]=[N:6][CH:5]=1.[CH3:20][NH2:21]>CO>[NH2:17][C:14]1[CH:15]=[CH:16][C:11]([O:10][C:8]2[CH:7]=[N:6][CH:5]=[C:4]([CH:9]=2)[C:3]([NH:21][CH3:20])=[O:19])=[CH:12][C:13]=1[F:18]. Reported procedure: To a solution of 5-(4-amino-3-fluorophenoxy)nicotinic acid methyl ester (0.50 g, 1.91 mmol) in MeOH (2 mL) was added methylamine (0.63 g, 19.1 mmol, 2.0 M in MeOH). The reaction flask was sealed and heated at 40° C. for 4 h. Solvent was removed under reduced pressure, and the crude product was purified by column chromatography eluted with 5% MeOH/CH2Cl2 to give the 0.4 g (80%) of the title compound. 1H-NMR (DMSO-d6) δ 8.65 (d, J=1.8 Hz, 1H), 8.62 to 8.60 (m, 1H), 7.54 to 7.52 (m, 1H), 6.94 (dd, ... The reactants are Example 2 ( d ), COC=1C=C(C=CC1)O (3-methoxyphenol), [H-].[Na+] (sodium hydride), ClC1=NC=CC(=C1)C1=CC=C(C=C1)C(F)(F)F (2-chloro-4-(4-trifluoromethyl-phenyl)-pyridine), Example 410 ( c ). Run in CN(C)C=O (DMF). Product: COC=1C=C(OC2=NC=CC(=C2)C2=CC=C(C=C2)C(F)(F)F)C=CC1 (2-(3-Methoxy-phenoxy)-4-(4-trifluoromethyl-phenyl)-pyridine). RXN SMILES: Cl[C:2]1[CH:7]=[C:6]([C:8]2[CH:13]=[CH:12][C:11]([C:14]([F:17])([F:16])[F:15])=[CH:10][CH:9]=2)[CH:5]=[CH:4][N:3]=1.[CH3:18][O:19][C:20]1[CH:21]=[C:22]([OH:26])[CH:23]=[CH:24][CH:25]=1.[H-].[Na+]>CN(C=O)C>[CH3:18][O:19][C:20]1[CH:21]=[C:22]([CH:23]=[CH:24][CH:25]=1)[O:26][C:2]1[CH:7]=[C:6]([C:8]2[CH:13]=[CH:12][C:11]([C:14]([F:17])([F:16])[F:15])=[CH:10][CH:9]=2)[CH:5]=[CH:4][N:3]=1 |f:2.3|. Reported procedure: This material was prepared according to the method described in Example 2 (d) using 2-chloro-4-(4-trifluoromethyl-phenyl)-pyridine (Example 410 (c), 129 mg, 0.5 mmol), 3-methoxyphenol (66 uL, 0.6 mmol), and sodium hydride (24 mg, 0.6 mmol) in DMF (1 mL). Purification on a Biotage 40S column (8:1 hexanes:EtOAc), provided the title compound as a white solid. MS (ESI, pos. ion) m/z: 346 (M+1). Mp: 77.5-79.6° C. The reactants are C(C)(C)(C)OC(=O)NC=1SC2=C(N1)C=CC(=C2)OS(=O)(=O)C2=CC=C(C=C2)F (4-fluorobenzenesulfonic acid 2-tert-butoxycarbonylaminobenzo-thiazol-6-yl ester), C(C)(C)(C)OC(=O)NC=1SC2=C(N1)C=CC(=C2)OS(=O)(=O)C2=CC=C(C=C2)F (4-fluorobenzenesulfonic acid 2-tert-butoxycarbonylaminobenzo-thiazol-6-yl ester), FC(C(=O)O)(F)F (trifluoroacetic acid), O (water). Run in ClCCl (dichloromethane). Reaction conditions: time 2 hour. The product is NC=1SC2=C(N1)C=CC(=C2)OS(=O)(=O)C2=CC=C(C=C2)F (4-fluoro-benzenesulfonic acid 2-aminobenzothiazol-6-yl ester). Isolated yield 112.2%. RXN SMILES: C(OC([NH:8][C:9]1[S:10][C:11]2[CH:17]=[C:16]([O:18][S:19]([C:22]3[CH:27]=[CH:26][C:25]([F:28])=[CH:24][CH:23]=3)(=[O:21])=[O:20])[CH:15]=[CH:14][C:12]=2[N:13]=1)=O)(C)(C)C.FC(F)(F)C(O)=O.O>ClCCl>[NH2:8][C:9]1[S:10][C:11]2[CH:17]=[C:16]([O:18][S:19]([C:22]3[CH:27]=[CH:26][C:25]([F:28])=[CH:24][CH:23]=3)(=[O:20])=[O:21])[CH:15]=[CH:14][C:12]=2[N:13]=1. Procedure details: A solution of 4-fluorobenzenesulfonic acid 2-tert-butoxycarbonylaminobenzo-thiazol-6-yl ester (intermediate 15) (1.7 g, 3.60 mmol), 10 ml of trifluoroacetic acid (130 mmol) in 10 ml of dichloromethane, and 1 ml of water, in a 100 ml round-bottomed flask equipped with a magnetic bar, is stirred for 2 hours at room temperature. The reaction medium is evaporated to dryness and the residue obtained is washed with ethyl ether to give 1.31 g of 4-fluoro-benzenesulfonic acid 2-aminobenzothiazol-6-yl es...